From a dataset of the Open Reaction Database (ORD), a public repository of structured organic reaction records. describe an organic reaction: reactants, conditions, products, and yield The reactants are [Br-], CCCCC[Mg+], CCOC(=O)C(=Cc1ccc(OC)cc1OC)C(=O)OCC, CCOCC, Cl. Product: CCCCCC(c1ccc(OC)cc1OC)C(C(=O)OCC)C(=O)OCC. As a reaction SMILES: [Br-:23].[CH2:24]([CH2:25][CH2:26][CH2:27][CH3:28])[Mg+:29].[CH3:1][O:2][c:3]1[c:4]([CH:11]=[C:12]([C:13](=[O:14])[O:15][CH2:16][CH3:17])[C:18](=[O:19])[O:20][CH2:21][CH3:22])[cH:5][cH:6][c:7]([O:9][CH3:10])[cH:8]1.[CH3:31][CH2:32][O:33][CH2:34][CH3:35].[ClH:30]>>[CH3:1][O:2][c:3]1[c:4]([CH:11]([CH:12]([C:13](=[O:14])[O:15][CH2:16][CH3:17])[C:18](=[O:19])[O:20][CH2:21][CH3:22])[CH2:24][CH2:25][CH2:26][CH2:27][CH3:28])[cH:5][cH:6][c:7]([O:9][CH3:10])[cH:8]1. Reactants: CS(=O)C1=NN2C(C=N1)=CC=C2C2=C(C=CC=C2)OC (2-Methanesulfinyl-7-(2-methoxy-phenyl)-pyrrolo[2,1-f][1,2,4]triazine), C(C)(C)N(C(C)C)CC (N,N-Diisopropylethylamine), NC=1C=C(C=CC1)N1CCN(CC1)CC(C)(O)C (1-[4-(3-Amino-phenyl)-piperazin-1-yl]-2-methyl-propan-2-ol). Run in COCC(C)O (1-Methoxy-2-propanol). Yields the product COC1=C(C=CC=C1)C1=CC=C2C=NC(=NN21)NC=2C=C(C=CC2)N2CCN(CC2)CC(C)(O)C (1-(4-{3-[7-(2-Methoxy-phenyl)-pyrrolo[2,1-f][1,2,4]triazin-2-ylamino]-phenyl}-piperazin-1-yl)-2-methyl-propan-2-ol). Isolated yield 14.5%. As a reaction SMILES: CS([C:4]1[N:9]=[CH:8][C:7]2=[CH:10][CH:11]=[C:12]([C:13]3[CH:18]=[CH:17][CH:16]=[CH:15][C:14]=3[O:19][CH3:20])[N:6]2[N:5]=1)=O.C(N(CC)C(C)C)(C)C.[NH2:30][C:31]1[CH:32]=[C:33]([N:37]2[CH2:42][CH2:41][N:40]([CH2:43][C:44]([CH3:47])([OH:46])[CH3:45])[CH2:39][CH2:38]2)[CH:34]=[CH:35][CH:36]=1>COCC(O)C>[CH3:20][O:19][C:14]1[CH:15]=[CH:16][CH:17]=[CH:18][C:13]=1[C:12]1[N:6]2[C:7]([CH:8]=[N:9][C:4]([NH:30][C:31]3[CH:32]=[C:33]([N:37]4[CH2:38][CH2:39][N:40]([CH2:43][C:44]([CH3:47])([OH:46])[CH3:45])[CH2:41][CH2:42]4)[CH:34]=[CH:35][CH:36]=3)=[N:5]2)=[CH:10][CH:11]=1. Procedure details: 2-Methanesulfinyl-7-(2-methoxy-phenyl)-pyrrolo[2,1-f][1,2,4]triazine (125.0 mg, 0.0004350 mol), N,N-Diisopropylethylamine (0.114 mL, 0.000652 mol) and 1-[4-(3-Amino-phenyl)-piperazin-1-yl]-2-methyl-propan-2-ol (0.217 g, 0.000870 mol) were dissolved in 1-Methoxy-2-propanol (1.2 mL) and the reaction was microwaved on 300 watts, 180° C. for 40 minutes or until HPLC showed consumption of starting material. The reaction mixture was then reduced en vacuo and the product was isolated and purified by Gi... Reactants: IC1=C(N)C=CC=C1 (2-iodoaniline), COCC(=S)N (2-methoxy-thioacetamide), [O-2].[Ca+2] (calcium oxide). Reagents/catalysts: C1=CC=C(C=C1)/C=C/C(=O)/C=C/C2=CC=CC=C2.C1=CC=C(C=C1)/C=C/C(=O)/C=C/C2=CC=CC=C2.C1=CC=C(C=C1)/C=C/C(=O)/C=C/C2=CC=CC=C2.C(Cl)(Cl)Cl.[Pd].[Pd] (tris(dibenzylideneacetone)dipalladium-chloroform adduct). Solvent: CN(C)C=O (DMF). Conditions: temperature 60 celsius, time 2 hour. Yields the product COCC=1SC2=C(N1)C=CC=C2 (2-methoxymethyl-benzothiazole). Isolated yield 61.2%. As a reaction SMILES: I[C:2]1[CH:8]=[CH:7][CH:6]=[CH:5][C:3]=1[NH2:4].[CH3:9][O:10][CH2:11][C:12](N)=[S:13].[O-2].[Ca+2]>C1C=CC(/C=C/C(/C=C/C2C=CC=CC=2)=O)=CC=1.C1C=CC(/C=C/C(/C=C/C2C=CC=CC=2)=O)=CC=1.C1C=CC(/C=C/C(/C=C/C2C=CC=CC=2)=O)=CC=1.C(Cl)(Cl)Cl.[Pd].[Pd].CN(C=O)C>[CH3:9][O:10][CH2:11][C:12]1[S:13][C:2]2[CH:8]=[CH:7][CH:6]=[CH:5][C:3]=2[N:4]=1 |f:2.3,4.5.6.7.8.9|. Reported procedure: A mixture of 2-iodoaniline (5 g, 22.8 mmol), 2-methoxy-thioacetamide (2.4 g, 22.8 mmol), calcium oxide (1.28 g, 22.8 mmol), tris(dibenzylideneacetone)dipalladium-chloroform adduct (104 mg, 0.114 mmol), diphenylphosphinoferrocine (253 mg, 0.456 mmol) and DMF (23 mL) was stirred at 60° C. for 2 h under nitrogen. The resulting mixture was purified by column chromatography (10 to 20% ethyl acetate:hexanes) to afford 2.5 g (61%) of the title compound. 1H NMR (300 MHz, CDCl3): δ 8.01-7.9 (m, 1H), 7.98...